Dataset: the Open Reaction Database (ORD), a public repository of structured organic reaction records. Task: describe an organic reaction: reactants, conditions, products, and yield The reactants are CCCCCCC(Oc1ccc(Br)cc1)c1ccc(C(=O)OC)cc1, CCO, [Na+], [OH-]. The product is CCCCCCC(Oc1ccc(Br)cc1)c1ccc(C(=O)O)cc1. As a reaction SMILES: [CH3:1][O:2][C:3]([c:4]1[cH:5][cH:6][c:7]([CH:10]([CH2:11][CH2:12][CH2:13][CH2:14][CH2:15][CH3:16])[O:17][c:18]2[cH:19][cH:20][c:21]([Br:24])[cH:22][cH:23]2)[cH:8][cH:9]1)=[O:25].[CH3:28][CH2:29][OH:30].[Na+:27].[OH-:26]>>[O:2]=[C:3]([c:4]1[cH:5][cH:6][c:7]([CH:10]([CH2:11][CH2:12][CH2:13][CH2:14][CH2:15][CH3:16])[O:17][c:18]2[cH:19][cH:20][c:21]([Br:24])[cH:22][cH:23]2)[cH:8][cH:9]1)[OH:25]. Starting materials: O=C([O-])O, Cc1ccccc1, Cc1oc(-c2ccccc2)nc1COc1cc(CO)on1, [Na+], O=S(Cl)Cl. The product is Cc1oc(-c2ccccc2)nc1COc1cc(CCl)on1. As a reaction SMILES: [C:26](=[O:27])([OH:28])[O-:29].[CH3:31][c:32]1[cH:33][cH:34][cH:35][cH:36][cH:37]1.[CH3:5][c:6]1[c:7]([CH2:17][O:18][c:19]2[n:20][o:21][c:22]([CH2:24][OH:25])[cH:23]2)[n:8][c:9](-[c:11]2[cH:12][cH:13][cH:14][cH:15][cH:16]2)[o:10]1.[Na+:30].[S:1]([Cl:2])([Cl:3])=[O:4]>>[Cl:3][CH2:24][c:22]1[o:21][n:20][c:19]([O:18][CH2:17][c:7]2[c:6]([CH3:5])[o:10][c:9](-[c:11]3[cH:12][cH:13][cH:14][cH:15][cH:16]3)[n:8]2)[cH:23]1. Starting materials: OO (hydrogen peroxide), 6f, CSC1=C(C=CC=C1)S(=O)(=O)N (2-(methylthio)benzenesulfonamide), Na2WO4. Solvent: O (H2O), C(C)(=O)O (acetic acid), O (water). Conditions: time 45 minute. The product is CS(=O)C1=C(C=CC=C1)S(=O)(=O)N (2-(Methylsulfinyl)benzenesulfonamide). Reaction SMILES: [OH:1]O.[CH3:3][S:4][C:5]1[CH:10]=[CH:9][CH:8]=[CH:7][C:6]=1[S:11]([NH2:14])(=[O:13])=[O:12]>O.C(O)(=O)C>[CH3:3][S:4]([C:5]1[CH:10]=[CH:9][CH:8]=[CH:7][C:6]=1[S:11]([NH2:14])(=[O:13])=[O:12])=[O:1]. Procedure: 14.8 g of hydrogen peroxide (0.13 mol), 30% strength in H2O, were added dropwise at from 25° to 30° C. to a suspension of 26.5 g 6f 2-(methylthio)benzenesulfonamide (0.13 mol) and 2.1 g of Na2WO4 ·2H2O in 88 ml of glacial acetic acid. Stirring was carried out for 45 minutes at 25° C., the reaction mixture was poured onto 400 ml of water and the precipitate was filtered off with suction. It was washed with water and dried under reduced pressure from a water pump at 40° C. 24.3 g (85% of theory) o... The reactants are C=O, CO, CC(C)C1(C(=O)N2CCN(c3cc(C(F)(F)F)ccn3)CC2)CCC(NC2CCOC2)C1. Yields the product CC(C)C1(C(=O)N2CCN(c3cc(C(F)(F)F)ccn3)CC2)CCC(N(C)C2CCOC2)C1. Reaction SMILES: [CH2:33]=[O:34].[CH3:35][OH:36].[CH:1]([CH3:2])([CH3:3])[C:4]1([C:15](=[O:16])[N:17]2[CH2:18][CH2:19][N:20]([c:23]3[n:24][cH:25][cH:26][c:27]([C:29]([F:30])([F:31])[F:32])[cH:28]3)[CH2:21][CH2:22]2)[CH2:5][CH:6]([NH:9][CH:10]2[CH2:11][O:12][CH2:13][CH2:14]2)[CH2:7][CH2:8]1>>[CH:1]([CH3:2])([CH3:3])[C:4]1([C:15](=[O:16])[N:17]2[CH2:18][CH2:19][N:20]([c:23]3[n:24][cH:25][cH:26][c:27]([C:29]([F:30])([F:31])[F:32])[cH:28]3)[CH2:21][CH2:22]2)[CH2:5][CH:6]([N:9]([CH:10]2[CH2:11][O:12][CH2:13][CH2:14]2)[CH3:33])[CH2:7][CH2:8]1. Starting materials: N[C@@H](C1=CC=CC=C1)CC(=O)O (β-Phenylalanine), C(C)O (ethanol), ( 93 ), Cl (HCl). Conditions: time 8 hour. Yields the product NC(CC(=O)OCC)C1=CC=CC=C1 (Ethyl 3-amino-3-phenylpropionate). Reaction SMILES: [NH2:1][C@H:2]([CH2:9][C:10]([OH:12])=[O:11])[C:3]1[CH:8]=[CH:7][CH:6]=[CH:5][CH:4]=1.Cl.[CH2:14](O)[CH3:15]>>[NH2:1][CH:2]([C:3]1[CH:8]=[CH:7][CH:6]=[CH:5][CH:4]=1)[CH2:9][C:10]([O:12][CH2:14][CH3:15])=[O:11]. Procedure details: β-Phenylalanine from II.2a (93) was suspended in ethanol (1.5 l) and the solution was saturated with gaseous HCl at room temperature. It was then heated under reflux for 4 h and stirred overnight at room temperature. The solution was cooled to 5° C. and filtered with suction. The filtrate was concentrated in vacuo, and the residue was washed with ether and dried. A white solid was obtained (yield: 52 g). Reactants: COC(=O)COc1ccc(C)cc1Br, CC(C)C[AlH]CC(C)C, NCCNS(=O)(=O)c1cccc2cnccc12. Yields the product Cc1ccc(OCCNCCNS(=O)(=O)c2cccc3cnccc23)c(Br)c1. As a reaction SMILES: [CH3:10][O:11][C:12]([CH2:13][O:14][c:15]1[c:16]([Br:22])[cH:17][c:18]([CH3:21])[cH:19][cH:20]1)=[O:23].[CH3:1][CH:2]([CH2:3][AlH:4][CH2:5][CH:6]([CH3:7])[CH3:8])[CH3:9].[NH2:24][CH2:25][CH2:26][NH:27][S:28](=[O:29])(=[O:30])[c:31]1[c:32]2[cH:33][cH:34][n:35][cH:36][c:37]2[cH:38][cH:39][cH:40]1>>[CH2:12]([CH2:13][O:14][c:15]1[c:16]([Br:22])[cH:17][c:18]([CH3:21])[cH:19][cH:20]1)[NH:24][CH2:25][CH2:26][NH:27][S:28](=[O:29])(=[O:30])[c:31]1[c:32]2[cH:33][cH:34][n:35][cH:36][c:37]2[cH:38][cH:39][cH:40]1.